Dataset: the Open Reaction Database (ORD), a public repository of structured organic reaction records. Task: describe an organic reaction: reactants, conditions, products, and yield Starting materials: B, CCOCC, CSC, CC(C)O, CCOC(=O)C(C)(C)c1ccc(I)c(OCC)c1. Yields the product CCOc1cc(C(C)(C)CO)ccc1I. Reaction SMILES: [BH3:4].[CH2:27]([O:28][CH2:29][CH3:30])[CH3:31].[CH3:1][S:2][CH3:3].[CH3:23][CH:24]([OH:25])[CH3:26].[CH3:5][C:6]([C:7](=[O:8])[O:9][CH2:10][CH3:11])([c:12]1[cH:13][c:14]([O:19][CH2:20][CH3:21])[c:15]([I:18])[cH:16][cH:17]1)[CH3:22]>>[CH3:5][C:6]([CH2:7][OH:8])([c:12]1[cH:13][c:14]([O:19][CH2:20][CH3:21])[c:15]([I:18])[cH:16][cH:17]1)[CH3:22]. The reactants are C(C)(=O)C=1C(=C(SC1SC)C#N)C (4-acetyl-3-methyl-5-methylsulfanyl-thiophene-2-carbonitrile), CN(C)C(OC)OC (DMF-DMA). Solvent: C(C)#N (acetonitrile). Product: CN(C=CC(=O)C=1C(=C(SC1SC)C#N)C)C (4-(3-Dimethylamino-acryloyl)-3-methyl-5-methylsulfanyl-thiophene-2-carbonitrile). RXN SMILES: [C:1]([C:4]1[C:5]([CH3:13])=[C:6]([C:11]#[N:12])[S:7][C:8]=1[S:9][CH3:10])(=[O:3])[CH3:2].[CH3:14][N:15]([CH:17](OC)OC)[CH3:16]>C(#N)C>[CH3:14][N:15]([CH3:17])[CH:16]=[CH:2][C:1]([C:4]1[C:5]([CH3:13])=[C:6]([C:11]#[N:12])[S:7][C:8]=1[S:9][CH3:10])=[O:3]. Reported procedure: To a solution of 4-acetyl-3-methyl-5-methylsulfanyl-thiophene-2-carbonitrile (10 mmol) in acetonitrile (5 mL) was added DMF-DMA (2 mL) and the resulting mixture heated at reflux for 18 hours. The reaction was concentrated and the residue triturated with diethyl ether (20 mL). The suspension was filtered and washed with ether to afford the desired product as a yellow solid. Starting materials: O[C@H]1CO[C@H]2[C@@H]1N(C[C@H]2C)C(=O)OCC2=CC=CC=C2 ((3R,3aR,6R,6aR)-benzyl 3-hydroxy-6-methyltetrahydro-2H-furo[3,2-b]pyrrole-4(5H)-carboxylate), [H][H] (hydrogen). The reagents and catalysts are [Pd] (palladium on charcoal). The solvent is CO (Methanol). Run at time 1 hour. Product: C[C@@H]1[C@@H]2[C@H](NC1)[C@H](CO2)O ((3R,3aR,6S,6aR)-6-methylhexahydro-2H-furo[3,2-b]pyrrol-3-ol). Reaction SMILES: [OH:1][C@@H:2]1[C@H:6]2[N:7](C(OCC3C=CC=CC=3)=O)[CH2:8][C@@H:9]([CH3:10])[C@H:5]2[O:4][CH2:3]1.[H][H]>[Pd].CO>[CH3:10][C@H:9]1[CH2:8][NH:7][C@@H:6]2[C@@H:2]([OH:1])[CH2:3][O:4][C@H:5]12. Procedure: Methanol (1.25 mL) was added dropwise to a mixture of 10% palladium on charcoal (20 mg) and bicyclic alcohol (108) (49 mg, 0.177 mmol) under an atmosphere of argon. The argon was replaced by hydrogen then the suspension was stirred for 1 hour then filtered through celite in vacuo. The filter cake was washed with ethanol (10 mL) then the solvents removed in vacuo from the filtrate. The residue was azeotroped with diethyl ether (3×3 mL) to obtain the crude (3R,3aR,6S,6aR)-6-methylhexahydro-2H-furo... Starting materials: S(O)(O)(=O)=O (sulfuric acid), CC(=C)C1=CC=CC=C1 (α-methyl styrene). Reaction conditions: temperature 145 celsius. The product is CC1(CC(C2=CC=CC=C12)(C)C)C1=CC=CC=C1 (1,3,3-Trimethyl-1-phenylindane). Yield: 75.0%. RXN SMILES: S(=O)(=O)(O)O.[CH3:6][C:7]([C:9]1[CH:14]=[CH:13][CH:12]=[CH:11][CH:10]=1)=[CH2:8]>>[CH3:8][C:7]1([C:9]2[CH:14]=[CH:13][CH:12]=[CH:11][CH:10]=2)[C:14]2[C:9](=[CH:10][CH:11]=[CH:12][CH:13]=2)[C:7]([CH3:6])([CH3:6])[CH2:8]1. Reported procedure: To 6.0 kg. of 62% sulfuric acid at 50°C was added 1.0 kg. of α-methyl styrene over a 5 minute period. The mixture was refluxed (145°C) for 20 hours. After cooling, the lower acid phase was drawn off and discarded. The organic phase was washed with sulfuric acid several times and then with water several times. The product was recrystallized from methanol which afforded 750 g of white crystals with a melting point of 50.5°-52.0°C. The yield was 75%.